Dataset: the Open Reaction Database (ORD), a public repository of structured organic reaction records. Task: describe an organic reaction: reactants, conditions, products, and yield The reactants are CCC(Br)C(=O)c1ccc(NC(C)=O)cc1, CNC, CO, CCN(C(C)C)C(C)C, ClC(Cl)Cl. The product is CCC(C(=O)c1ccc(NC(C)=O)cc1)N(C)C. Reaction SMILES: [Br:1][CH:2]([C:3](=[O:4])[c:5]1[cH:6][cH:7][c:8]([NH:11][C:12]([CH3:13])=[O:14])[cH:9][cH:10]1)[CH2:15][CH3:16].[CH3:17][NH:18][CH3:19].[CH3:33][OH:34].[CH:20]([N:21]([CH2:22][CH3:23])[CH:24]([CH3:25])[CH3:26])([CH3:27])[CH3:28].[Cl:29][CH:30]([Cl:31])[Cl:32]>>[CH:2]([C:3](=[O:4])[c:5]1[cH:6][cH:7][c:8]([NH:11][C:12]([CH3:13])=[O:14])[cH:9][cH:10]1)([CH2:15][CH3:16])[N:18]([CH3:17])[CH3:19].